Dataset: the Open Reaction Database (ORD), a public repository of structured organic reaction records. Task: describe an organic reaction: reactants, conditions, products, and yield Conditions: time 4.5 hour. Reported procedure: To the solution of N-(3-bromopropyl)phthalimide (15.6 g) in acetone (150 ml) were added 1-phenylpiperazine (10.4 g) and potassium carbonate (12.0 g). The resulting mixture was refluxed with stirring for 4.5 hours. The reaction mixture was cooled and then filtered. The filter cake was washed with acetone. The filtrate and washing were combined and evaporated under reduced pressure. The residue was recrystallized from ethanol to give an oil of N-[3-(4-phenyl-1-piperazinyl)propyl]phthalimide (18.3 ... As a reaction SMILES: Br[CH2:2][CH2:3][CH2:4][N:5]1[C:9](=[O:10])[C:8]2=[CH:11][CH:12]=[CH:13][CH:14]=[C:7]2[C:6]1=[O:15].[C:16]1([N:22]2[CH2:27][CH2:26][NH:25][CH2:24][CH2:23]2)[CH:21]=[CH:20][CH:19]=[CH:18][CH:17]=1.C(=O)([O-])[O-].[K+].[K+]>CC(C)=O>[C:16]1([N:22]2[CH2:27][CH2:26][N:25]([CH2:2][CH2:3][CH2:4][N:5]3[C:9](=[O:10])[C:8]4=[CH:11][CH:12]=[CH:13][CH:14]=[C:7]4[C:6]3=[O:15])[CH2:24][CH2:23]2)[CH:21]=[CH:20][CH:19]=[CH:18][CH:17]=1 |f:2.3.4|. Yields the product C1(=CC=CC=C1)N1CCN(CC1)CCCN1C(C=2C(C1=O)=CC=CC2)=O (N-[3-(4-phenyl-1-piperazinyl)propyl]phthalimide). The solvent is CC(=O)C (acetone). Yield: 90.0%. Starting materials: BrCCCN1C(C=2C(C1=O)=CC=CC2)=O (N-(3-bromopropyl)phthalimide), C1(=CC=CC=C1)N1CCNCC1 (1-phenylpiperazine), C([O-])([O-])=O.[K+].[K+] (potassium carbonate). Reactants: ClC1=NC(=C(C2=CC(=CC=C12)OC)C1=CC=CC=C1)C#N (1-chloro-6-methoxy-4-phenylisoquinoline-3-carbonitrile). Reagents/catalysts: [Ni] (Ni). Run in CCO (EtOH), [NH4+].[OH-] (NH4OH). Reaction conditions: time 18 hour. The product is COC=1C=C2C(=C(N=CC2=CC1)CN)C1=CC=CC=C1 (1-(6-methoxy-4-phenylisoquinolin-3-yl)methanamine). Yield: 63.2%. As a reaction SMILES: Cl[C:2]1[C:11]2[C:6](=[CH:7][C:8]([O:12][CH3:13])=[CH:9][CH:10]=2)[C:5]([C:14]2[CH:19]=[CH:18][CH:17]=[CH:16][CH:15]=2)=[C:4]([C:20]#[N:21])[N:3]=1>CCO.[NH4+].[OH-].[Ni]>[CH3:13][O:12][C:8]1[CH:7]=[C:6]2[C:11](=[CH:10][CH:9]=1)[CH:2]=[N:3][C:4]([CH2:20][NH2:21])=[C:5]2[C:14]1[CH:19]=[CH:18][CH:17]=[CH:16][CH:15]=1 |f:2.3|. Procedure details: To a solution of 1-chloro-6-methoxy-4-phenylisoquinoline-3-carbonitrile (150 mg) in 20 mL absolute EtOH and 5 ml aqueous NH4OH was added 150 mg of Raney Ni. The reaction was shaken under 12 (40 psi) for 18 h. Filtration and concentration of the reaction gave 85 mg of 1-(6-methoxy-4-phenylisoquinolin-3-yl)methanamine.